From a dataset of the Open Reaction Database (ORD), a public repository of structured organic reaction records. describe an organic reaction: reactants, conditions, products, and yield The reactants are N1=C(C=CC=C1)[N] (pyridyl nitrogen), N1C(N=CC=C1)=O (pyrimidone), ClC1=CC=C(CNC(=O)C(C(=O)OC)=COC)C=C1 (methyl 2-(((4-chlorobenzyl)amino)carbonyl)-3-methoxy-2-propenoate), C([O-])([O-])=O.[K+].[K+] (potassium carbonate), IC (iodomethane). Solvent: CC(=O)C (acetone). The product is N1=CC=CC2=CC=CN=C12 (naphthyridine). RXN SMILES: [N:1]1[CH:6]=[CH:5][CH:4]=[CH:3][C:2]=1[N].C(=O)([O-])[O-].[K+].[K+].IC.[NH:16]1[CH:21]=[CH:20][CH:19]=NC1=O.ClC1C=CC(CNC(C(=COC)C(OC)=O)=O)=CC=1>CC(C)=O>[N:1]1[C:2]2[C:3](=[CH:19][CH:20]=[CH:21][N:16]=2)[CH:4]=[CH:5][CH:6]=1 |f:1.2.3,^3:6|. Procedure: 4,7-Dioxo-1,4,7,8-tetrahydro[1,8]naphthyridine-3-carboxamide. The preparation of specific examples of heterocycle W16.1 is described in Chart BE. 2-Amino-4-bromopyridine BE.1 is reacted with Boc-anhydride in dichloromethane toafford BE.2. The resulting Boc-protected amine is then oxidized with peroxybenzoic acid (Justus Liebigs Ann. Chem. 1972, 758, 111) to afford hydroxypyridine BE.3. The pyridyl nitrogen is then alkylated in the presence of potassium carbonate and iodomethane with acetone as s... Starting materials: C(C)(=O)O (acetic acid), C(C)OC(=O)C1CC2=C(NC=3C=CC(=CC23)OCC2=CC=CC=C2)C1 (1,2,3,4-tetrahydro-7-phenylmethoxycyclopent[b]indole-2-carboxylic acid ethyl ester). The solvent is O (water), O (water). Reaction conditions: temperature 100 celsius, time 4 hour. Yields the product C1(=CC=CC=C1)COC1=CC=2C3=C(NC2C=C1)CC(C3)C(=O)O (1,2,3,4-Tetrahydro-7-phenylmethoxycyclopent[b]indole-2-carboxylic acid). RXN SMILES: C(O)(=O)C.C([O:7][C:8]([CH:10]1[CH2:29][C:13]2[NH:14][C:15]3[CH:16]=[CH:17][C:18]([O:21][CH2:22][C:23]4[CH:28]=[CH:27][CH:26]=[CH:25][CH:24]=4)=[CH:19][C:20]=3[C:12]=2[CH2:11]1)=[O:9])C>O>[C:23]1([CH2:22][O:21][C:18]2[CH:17]=[CH:16][C:15]3[NH:14][C:13]4[CH2:29][CH:10]([C:8]([OH:9])=[O:7])[CH2:11][C:12]=4[C:20]=3[CH:19]=2)[CH:28]=[CH:27][CH:26]=[CH:25][CH:24]=1. Procedure: To 100 ml of 80% acetic acid in water, was added 1,2,3,4-tetrahydro-7-phenylmethoxycyclopent[b]indole-2-carboxylic acid ethyl ester (10 g, 0.03 mole). After stirring at 100° C. for four hours, the mixture was cooled, poured into 500 ml of water, stirred for five minutes, and extracted with ethyl acetate (3×). The organic layer was washed successively with water and saturated sodium chloride solution, and thereafter dried over anhydrous MgSO4. After filtering, the solution was concentrated to a d... Reaction conditions: temperature 100 celsius. The reactants are C([O-])([O-])=O.[K+].[K+] (potassium carbonate), CS(=O)(=O)OCC(F)(F)F (2,2,2-trifluoroethyl methanesulphonate), NC=1C=C(C=CC1)C=1C(=CC(=CC1OCC)CC=1C(=NC(=NC1)N)N)O (3′-Amino-4-(2,4-diamino-pyrimidin-5-ylmethyl)-6-ethoxy-biphenyl-2-ol), C([O-])([O-])=O.[K+].[K+] (potassium carbonate), CS(=O)(=O)OCC(F)(F)F (2,2,2-Trifluoroethyl methanesulphonate). Procedure: 3′-Amino-4-(2,4-diamino-pyrimidin-5-ylmethyl)-6-ethoxy-biphenyl-2-ol (527 mg; 1.5 mmol) is suspended in acetonitrile (60 ml; dried over a molecular sieve), potassium carbonate (621 mg; 4.5 mmol) is added and the mixture is heated to a bath temperature of 100° C. 2,2,2-Trifluoroethyl methanesulphonate (0.353 ml; 3.0 mmol) is added and the mixture is boiled under reflux for 3 hours. After this period of time, potassium carbonate (414 mg; 3 mmol) and 2,2,2-trifluoroethyl methanesulphonate (0.353 ml... As a reaction SMILES: [NH2:1][C:2]1[CH:3]=[C:4]([C:8]2[C:9]([OH:26])=[CH:10][C:11]([CH2:17][C:18]3[C:19]([NH2:25])=[N:20][C:21]([NH2:24])=[N:22][CH:23]=3)=[CH:12][C:13]=2[O:14][CH2:15][CH3:16])[CH:5]=[CH:6][CH:7]=1.C(=O)([O-])[O-].[K+].[K+].CS(O[CH2:38][C:39]([F:42])([F:41])[F:40])(=O)=O>C(#N)C>[NH2:1][C:2]1[CH:3]=[C:4]([C:8]2[C:13]([O:14][CH2:15][CH3:16])=[CH:12][C:11]([CH2:17][C:18]3[C:19]([NH2:25])=[N:20][C:21]([NH2:24])=[N:22][CH:23]=3)=[CH:10][C:9]=2[O:26][CH2:38][C:39]([F:42])([F:41])[F:40])[CH:5]=[CH:6][CH:7]=1 |f:1.2.3|. The product is NC=1C=C(C=CC1)C1=C(C=C(C=C1OCC)CC=1C(=NC(=NC1)N)N)OCC(F)(F)F (5-[3′-Amino-6-ethoxy-2-(2,2,2-trifluoro-ethoxy)-biphenyl-4-ylmethyl]-pyrimidine-2,4-diamine). Solvent: C(C)#N (acetonitrile). Starting materials: [Br-], [Br-], ClCCl, CCC(CC)C1CN(C(=O)OC(C)(C)C)CC(OCc2ccc3ccccc3c2)C1c1ccc(Cl)cc1, [Zn+2]. Yields the product CCC(CC)C1CNCC(OCc2ccc3ccccc3c2)C1c1ccc(Cl)cc1. Reaction SMILES: [Br-:41].[Br-:43].[CH2:38]([Cl:39])[Cl:40].[Cl:1][c:2]1[cH:3][cH:4][c:5]([CH:8]2[CH:9]([CH:33]([CH2:34][CH3:35])[CH2:36][CH3:37])[CH2:10][N:11]([C:26]([O:27][C:28]([CH3:29])([CH3:30])[CH3:31])=[O:32])[CH2:12][CH:13]2[O:14][CH2:15][c:16]2[cH:17][c:18]3[cH:19][cH:20][cH:21][cH:22][c:23]3[cH:24][cH:25]2)[cH:6][cH:7]1.[Zn+2:42]>>[Cl:1][c:2]1[cH:3][cH:4][c:5]([CH:8]2[CH:9]([CH:33]([CH2:34][CH3:35])[CH2:36][CH3:37])[CH2:10][NH:11][CH2:12][CH:13]2[O:14][CH2:15][c:16]2[cH:17][c:18]3[cH:19][cH:20][cH:21][cH:22][c:23]3[cH:24][cH:25]2)[cH:6][cH:7]1. Reactants: O (water), OOS(=O)[O-].[K+] (oxone), FC1=C(C=CC=C1F)CSC1=NC=2NC(C=NC2C(=N1)NC(CO)CO)=O (2-[[(2,3-Difluorophenyl)methyl]thio]-4-[[-2-hydroxy-1-hydroxymethylethyl]amino]-7(8H)-pteridinone). The solvent is C(C)#N (acetonitrile). Yields the product FC1=C(C=CC=C1F)CS(=O)(=O)C1=NC=2NC(C=NC2C(=N1)NC(CO)CO)=O (2-[[(2,3-Difluorophenyl)methyl]sulfonyl]-4-[[-2-hydroxy-1-hydroxymethylethyl]amino]-7(8H)-pteridinone). RXN SMILES: [F:1][C:2]1[C:7]([F:8])=[CH:6][CH:5]=[CH:4][C:3]=1[CH2:9][S:10][C:11]1[N:20]=[C:19]([NH:21][CH:22]([CH2:25][OH:26])[CH2:23][OH:24])[C:18]2[N:17]=[CH:16][C:15](=[O:27])[NH:14][C:13]=2[N:12]=1.[OH2:28].[OH:29]OS([O-])=O.[K+]>C(#N)C>[F:1][C:2]1[C:7]([F:8])=[CH:6][CH:5]=[CH:4][C:3]=1[CH2:9][S:10]([C:11]1[N:20]=[C:19]([NH:21][CH:22]([CH2:25][OH:26])[CH2:23][OH:24])[C:18]2[N:17]=[CH:16][C:15](=[O:27])[NH:14][C:13]=2[N:12]=1)(=[O:29])=[O:28] |f:2.3|. Procedure: 2-[[(2,3-Difluorophenyl)methyl]thio]-4-[[-2-hydroxy-1-hydroxymethylethyl]amino]-7(8H)-pteridinone (2.25 g) was stirred in acetonitrile (750 ml) and water (750 ml) with oxone (22.5 g) for 18 hrs. Acetonitrile was removed in vacuo to leave an aqueous suspension. The mixture was extracted into ethyl acetate. The combined extracts were washed with saturated sodium chloride solution, dried (MgSO4) and the solvent removed in vacuo to afford the subtitled compound (1.92 g). Reactants: C1(=CC=CC=C1)OC(NC1=NOC(=C1)C(C)(C)C)=O ((5-t-butyl-isoxazol-3-yl)-carbamic acid phenyl ester), diamine, [N-]=C=O (isocyanate), NC1=C2C(=NCN1C1=CC(=CC=C1)N)OC=C2 (4-Amino-3-(3-aminophenyl)furo[2,3-d]pyrimidine). Yields the product NC1=C2C(=NCN1C1=CC(=CC=C1)NC(=O)NC1=NOC(=C1)C(C)(C)C)OC=C2 (4-Amino-3-(3-((5-tert-butylisoxazol-3-yl)aminocarbonylamino)-phenyl)furo[2,3-d]pyrimidine). As a reaction SMILES: C1(O[C:8](=[O:19])[NH:9][C:10]2[CH:14]=[C:13]([C:15]([CH3:18])([CH3:17])[CH3:16])[O:12][N:11]=2)C=CC=CC=1.[N-]=C=O.[NH2:23][C:24]1[N:29]([C:30]2[CH:35]=[CH:34][CH:33]=[C:32]([NH2:36])[CH:31]=2)[CH2:28][N:27]=[C:26]2[O:37][CH:38]=[CH:39][C:25]=12>>[NH2:23][C:24]1[N:29]([C:30]2[CH:35]=[CH:34][CH:33]=[C:32]([NH:36][C:8]([NH:9][C:10]3[CH:14]=[C:13]([C:15]([CH3:16])([CH3:17])[CH3:18])[O:12][N:11]=3)=[O:19])[CH:31]=2)[CH2:28][N:27]=[C:26]2[O:37][CH:38]=[CH:39][C:25]=12. Reported procedure: The compound was prepared following the procedure described in Example 232(b), using (5-t-butyl-isoxazol-3-yl)-carbamic acid phenyl ester as the isocyanate of choice, and 4-Amino-3-(3-aminophenyl)furo[2,3-d]pyrimidine (10) as the diamine of choice. MS(ES) m/e 393 [M+H]+. RXN SMILES: ClC1C([F:8])=CN=C(C)C=1.[Cl:10][C:11]1[C:16]([F:17])=[CH:15][N:14]=[C:13]([CH2:18][CH2:19][CH3:20])[CH:12]=1>>[Cl:10][C:11]1[C:16]([F:17])=[CH:15][N:14]=[C:13]([CH2:18][CH2:19][CH3:20])[C:12]=1[F:8]. Product: ClC1=C(C(=NC=C1F)CCC)F (4-Chloro-3,5-difluoro-2-propyl-pyridine). Procedure: By following the procedures described in Example 69 and replacing 4-chloro-5-fluoro-2-picoline (the product of Example 66) with 4-chloro-5-fluoro-2-propyl-pyridine (the product of Example 70), the title compound can be prepared. Starting materials: ClC1=CC(=NC=C1F)C (4-chloro-5-fluoro-2-picoline), ClC1=CC(=NC=C1F)CCC (4-Chloro-5-fluoro-2-propyl-pyridine), ClC1=CC(=NC=C1F)C (4-Chloro-5-fluoro-2-picoline), ClC1=CC(=NC=C1F)CCC (4-chloro-5-fluoro-2-propyl-pyridine). Starting materials: FC(C1=CC=C(CC2=C(C=CC(=C2)OCCC=C)S(=O)(=O)C2=C(C=C(C=C2)OCCC=C)CC2=CC=C(C=C2)C(F)(F)F)C=C1)(F)F (4-(trifluoromethyl)benzyl-4-(3-butenyloxy)phenyl sulfone), C(C)O[SiH](OCC)OCC (triethoxysilane). Reagents/catalysts: [Pt] (platinum). The solvent is C1(=CC=CC=C1)C (toluene). Conditions: temperature 100 celsius, time 4 hour. Product: FC(C1=CC=C(CC2=C(C=CC(=C2)OCCCC[Si](OCC)(OCC)OCC)S(=O)(=O)C2=C(C=C(C=C2)OCCCC[Si](OCC)(OCC)OCC)CC2=CC=C(C=C2)C(F)(F)F)C=C1)(F)F (4-(trifluoromethyl)benzyl-4-(4-(triethoxysilyl)butyloxy)phenyl sulfone). RXN SMILES: [F:1][C:2]([F:47])([F:46])[C:3]1[CH:45]=[CH:44][C:6]([CH2:7][C:8]2[CH:13]=[C:12]([O:14][CH2:15][CH2:16][CH:17]=[CH2:18])[CH:11]=[CH:10][C:9]=2[S:19]([C:22]2[CH:27]=[CH:26][C:25]([O:28][CH2:29][CH2:30][CH:31]=[CH2:32])=[CH:24][C:23]=2[CH2:33][C:34]2[CH:39]=[CH:38][C:37]([C:40]([F:43])([F:42])[F:41])=[CH:36][CH:35]=2)(=[O:21])=[O:20])=[CH:5][CH:4]=1.[CH2:48]([O:50][SiH:51]([O:55][CH2:56][CH3:57])[O:52][CH2:53][CH3:54])[CH3:49]>[Pt].C1(C)C=CC=CC=1>[F:47][C:2]([F:46])([F:1])[C:3]1[CH:45]=[CH:44][C:6]([CH2:7][C:8]2[CH:13]=[C:12]([O:14][CH2:15][CH2:16][CH2:17][CH2:18][Si:51]([O:55][CH2:56][CH3:57])([O:52][CH2:53][CH3:54])[O:50][CH2:48][CH3:49])[CH:11]=[CH:10][C:9]=2[S:19]([C:22]2[CH:27]=[CH:26][C:25]([O:28][CH2:29][CH2:30][CH2:31][CH2:32][Si:51]([O:55][CH2:56][CH3:57])([O:52][CH2:53][CH3:54])[O:50][CH2:48][CH3:49])=[CH:24][C:23]=2[CH2:33][C:34]2[CH:35]=[CH:36][C:37]([C:40]([F:42])([F:43])[F:41])=[CH:38][CH:39]=2)(=[O:20])=[O:21])=[CH:5][CH:4]=1. Procedure: After 0.61 g of 4-(trifluoromethyl)benzyl-4-(3-butenyloxy)phenyl sulfone and 20 mg of 10% platinum-active carbon were charged in a reaction vessel, and the inside of the vessel was then filled with nitrogen gas, 2 ml of triethoxysilane was added, and the mixture was then further stirred at 100° C. for 4 hours. After the reaction mixture was cooled to room temperature, 20 ml of toluene was added, and the mixture was filtered through a pad of Celite™. After the filtrate was concentrated, dehydrate... The reactants are BrB(Br)Br, ClCCl, Cl, COc1cc(C=O)cc(C(F)(F)F)c1O. Yields the product O=Cc1cc(O)c(O)c(C(F)(F)F)c1. Reaction SMILES: [B:17]([Br:18])([Br:19])[Br:20].[Cl:21][CH2:22][Cl:23].[ClH:16].[OH:1][c:2]1[c:3]([O:14][CH3:15])[cH:4][c:5]([CH:6]=[O:7])[cH:8][c:9]1[C:10]([F:11])([F:12])[F:13]>>[OH:1][c:2]1[c:3]([OH:14])[cH:4][c:5]([CH:6]=[O:7])[cH:8][c:9]1[C:10]([F:11])([F:12])[F:13].